Dataset: the Open Reaction Database (ORD), a public repository of structured organic reaction records. Task: describe an organic reaction: reactants, conditions, products, and yield Reactants: CC(=O)C.C(Cl)Cl (Acetone CH2Cl2), CCN(C(C)C)C(C)C (DIEA), C1(CC=CCC1)C(=O)O (Cyclohex-3-enecarboxylic acid), NH2-octyl, CCN=C=NCCCN(C)C.Cl (EDC.HCl). The solvent is C(Cl)Cl (CH2Cl2). Run at time 16 hour. Product: C(CCCCCCC)NC(=O)C1CC=CCC1 (N-octylcyclohex-3-enecarboxamide). The yield is 82.0%. RXN SMILES: [CH:1]1([C:7]([OH:9])=O)[CH2:6][CH2:5][CH:4]=[CH:3][CH2:2]1.CCN=C=N[CH2:15][CH2:16][CH2:17][N:18](C)C.Cl.CCN([CH:28]([CH3:30])[CH3:29])C(C)C.[CH3:31][C:32](C)=O.C(Cl)Cl>C(Cl)Cl>[CH2:17]([NH:18][C:7]([CH:1]1[CH2:6][CH2:5][CH:4]=[CH:3][CH2:2]1)=[O:9])[CH2:16][CH2:15][CH2:31][CH2:32][CH2:30][CH2:28][CH3:29] |f:1.2,4.5|. Procedure: Cyclohex-3-enecarboxylic acid (1.11 mmol, 140 mg), NH2-octyl (1.33 mmol, 220 μL) and EDC.HCl (1.33 mmol, 255 mg) were dissolved in CH2Cl2 (3 mL). DIEA (2.22 mmol, 393 μL) was added at 0° C., and the reaction was stirred for 16 h at rt. The usual workup and chromatography (Acetone/CH2Cl2/10:90) yielded N-octylcyclohex-3-enecarboxamide 27 as a white powder (215 mg, 82%). 1H NMR (400 MHz, CDCl3) δ 5.77 (s, 1H), 5.63 (s, 2H), 3.18 (dd, J=8 Hz, J=8 Hz, 2H), 2.33-2.00 (m, 5H), 1.86-1.82 (s, 1H), 1.70-... Starting materials: S(=O)(=O)(O)[O-].[K+] (potassium hydrogensulfate), [OH-].[Na+] (sodium hydroxide), NC1=C(C=C(C(=O)C2=NC(=C3N2C=CC=C3)C(=O)OC)C=C1)OC (Methyl 3-(4-amino-3-methoxybenzoyl)imidazo[1,5-a]pyridine-1-carboxylate), O1CCOCC1 (dioxane). Solvent: mixture ( 1/1 ), CO (methanol). Product: NC1=C(C=C(C(=O)C2=NC(=C3N2C=CC=C3)C(=O)O)C=C1)OC (3-(4-Amino-3-methoxybenzoyl)imidazo[1,5-a]pyridine-1-carboxylic acid). RXN SMILES: [OH-].[Na+].[NH2:3][C:4]1[CH:24]=[CH:23][C:7]([C:8]([C:10]2[N:14]3[CH:15]=[CH:16][CH:17]=[CH:18][C:13]3=[C:12]([C:19]([O:21]C)=[O:20])[N:11]=2)=[O:9])=[CH:6][C:5]=1[O:25][CH3:26].O1CCOCC1.S([O-])(O)(=O)=O.[K+]>CO>[NH2:3][C:4]1[CH:24]=[CH:23][C:7]([C:8]([C:10]2[N:14]3[CH:15]=[CH:16][CH:17]=[CH:18][C:13]3=[C:12]([C:19]([OH:21])=[O:20])[N:11]=2)=[O:9])=[CH:6][C:5]=1[O:25][CH3:26] |f:0.1,4.5|. Procedure details: 1.67 ml (1.67 mmol) of a 1N aqueous sodium hydroxide solution are added to 0.272 g (0.84 mmol) of methyl 3-(4-amino-3-methoxybenzoyl)imidazo[1,5-a]pyridine-1-carboxylate obtained in example 150 in 12 ml of a mixture (1/1) of dioxane and methanol. After heating at reflux for 2 hours, the reaction medium is concentrated under reduced pressure. The residue is taken up in water and then acidified with 0.239 g (1.7 mmol) of potassium hydrogensulfate. The precipitate formed is filtered off, washed wit... Product: COC(CC=1C=C(C=CC1)C1=C(C=C(C=C1)C(CC)(CC)C1=CC(=C(C=C1)CCC(C(C)(C)C)O[Si](C)(C)C(C)(C)C)C)C)=O ([4′-(1-{4-[3-(t-butyl-dimethyl-silanyloxy)-4,4-dimethyl-pentyl]-3-methyl-phenyl}-1-ethyl-propyl)-2′-methyl-biphenyl-3-yl]-acetic Acid Methyl Ester). Reaction SMILES: [C:1]([Si:5]([CH3:43])([CH3:42])[O:6][CH:7]([C:38]([CH3:41])([CH3:40])[CH3:39])[CH2:8][CH2:9][C:10]1[CH:15]=[CH:14][C:13]([C:16]([C:21]2[CH:26]=[CH:25][C:24](B3OC(C)(C)C(C)(C)O3)=[C:23]([CH3:36])[CH:22]=2)([CH2:19][CH3:20])[CH2:17][CH3:18])=[CH:12][C:11]=1[CH3:37])([CH3:4])([CH3:3])[CH3:2].[CH3:44][O:45][C:46](=[O:55])[CH2:47][C:48]1[CH:53]=[CH:52][CH:51]=[C:50](Br)[CH:49]=1.P([O-])([O-])([O-])=O.[K+].[K+].[K+]>C1C=CC([P]([Pd]([P](C2C=CC=CC=2)(C2C=CC=CC=2)C2C=CC=CC=2)([P](C2C=CC=CC=2)(C2C=CC=CC=2)C2C=CC=CC=2)[P](C2C=CC=CC=2)(C2C=CC=CC=2)C2C=CC=CC=2)(C2C=CC=CC=2)C2C=CC=CC=2)=CC=1.CN(C)C=O>[CH3:44][O:45][C:46](=[O:55])[CH2:47][C:48]1[CH:49]=[C:50]([C:24]2[CH:25]=[CH:26][C:21]([C:16]([C:13]3[CH:14]=[CH:15][C:10]([CH2:9][CH2:8][CH:7]([O:6][Si:5]([C:1]([CH3:4])([CH3:3])[CH3:2])([CH3:42])[CH3:43])[C:38]([CH3:41])([CH3:40])[CH3:39])=[C:11]([CH3:37])[CH:12]=3)([CH2:17][CH3:18])[CH2:19][CH3:20])=[CH:22][C:23]=2[CH3:36])[CH:51]=[CH:52][CH:53]=1 |f:2.3.4.5,^1:67,69,88,107|. The reactants are C(C)(C)(C)[Si](OC(CCC1=C(C=C(C=C1)C(CC)(CC)C1=CC(=C(C=C1)B1OC(C(O1)(C)C)(C)C)C)C)C(C)(C)C)(C)C (2-[4-(1-{4-[3-(t-butyl-dimethyl-silanyloxy)-4,4-dimethyl-pentyl]-3-methyl-phenyl}-1-ethyl-propyl)-2-methyl-phenyl]-4,4,5,5-tetramethyl-[1,3,2]dioxaborolane), COC(CC1=CC(=CC=C1)Br)=O ((3-bromo-phenyl)acetic acid methyl ester), P(=O)([O-])([O-])[O-].[K+].[K+].[K+] (potassium phosphate). Yield: 49.3%. Procedure details: N,N-Dimethylformamide (0.7 mL) was added to 2-[4-(1-{4-[3-(t-butyl-dimethyl-silanyloxy)-4,4-dimethyl-pentyl]-3-methyl-phenyl}-1-ethyl-propyl)-2-methyl-phenyl]-4,4,5,5-tetramethyl-[1,3,2]dioxaborolane (Example 24-(1); 70 mg, 0.116 mmol), (3-bromo-phenyl)acetic acid methyl ester (Tetrahedron Letters 44 (2003) 331-334; 53 mg, 0.232 mmol), tetrakis(triphenylphosphine)palladium (0) (26.8 mg, 0.023 mmol) and potassium phosphate (63.9 mg, 0.30 mmol). The mixture was stirred with microwave heating at 14... The solvent is CN(C=O)C (N,N-Dimethylformamide). Reagents/catalysts: C=1C=CC(=CC1)[P](C=2C=CC=CC2)(C=3C=CC=CC3)[Pd]([P](C=4C=CC=CC4)(C=5C=CC=CC5)C=6C=CC=CC6)([P](C=7C=CC=CC7)(C=8C=CC=CC8)C=9C=CC=CC9)[P](C=1C=CC=CC1)(C=1C=CC=CC1)C=1C=CC=CC1 (tetrakis(triphenylphosphine)palladium). Conditions: temperature 140 celsius.